Dataset: the Open Reaction Database (ORD), a public repository of structured organic reaction records. Task: describe an organic reaction: reactants, conditions, products, and yield The reactants are NC1=NC(=CC(=N1)C(=O)NCC=1N(C=CN1)COCC[Si](C)(C)C)C=1OC=CC1 (2-amino-6-(2-furyl)-N-(1-(2-(trimethylsilyl)ethoxy)methyl-1H-imidazol-2-ylmethyl)pyrimidine-4-carboxamide), Cl (HCl). Solvent: CO (MeOH). Run at temperature 80 celsius, time 1 hour. The product is NC1=NC(=CC(=N1)C(=O)NCC=1NC=CN1)C=1OC=CC1 (2-Amino-6-(2-furyl)-N-(1H-imidazol-2-ylmethyl)pyrimidine-4-carboxamide). Yield: 70.8%. Reaction SMILES: [NH2:1][C:2]1[N:7]=[C:6]([C:8]([NH:10][CH2:11][C:12]2[N:13](COCC[Si](C)(C)C)[CH:14]=[CH:15][N:16]=2)=[O:9])[CH:5]=[C:4]([C:25]2[O:26][CH:27]=[CH:28][CH:29]=2)[N:3]=1.Cl>CO>[NH2:1][C:2]1[N:7]=[C:6]([C:8]([NH:10][CH2:11][C:12]2[NH:13][CH:14]=[CH:15][N:16]=2)=[O:9])[CH:5]=[C:4]([C:25]2[O:26][CH:27]=[CH:28][CH:29]=2)[N:3]=1. Procedure details: A solution of 2-amino-6-(2-furyl)-N-(1-(2-(trimethylsilyl)ethoxy)methyl-1H-imidazol-2-ylmethyl)pyrimidine-4-carboxamide (340 mg, 0.82 mmol) in MeOH (20 mL) at 0° C. was treated dropwise with conc HCl (4 mL), stirred at 80° C. for 1 h, cooled to room temperature and concentrated in vacuo. The residue was triturated with diethyl ether and the resulting dihydrochloride salt (230 mg, 78%) filtered, washed with diethyl ether, stirred with saturated aqueous NaHCO3 (5 mL), filtered and washed with wate... RXN SMILES: [CH2:25]1[O:26][CH2:27][CH2:28][CH2:29]1.[Cl:1][c:2]1[cH:3][c:4]([NH:9][c:10]2[n:11][cH:12][n:13][c:14]3[cH:15][c:16]([O:23][CH3:24])[c:17]([N+:20]([O-:21])=[O:22])[cH:18][c:19]23)[cH:5][cH:6][c:7]1[F:8]>>[Cl:1][c:2]1[cH:3][c:4]([NH:9][c:10]2[n:11][cH:12][n:13][c:14]3[cH:15][c:16]([O:23][CH3:24])[c:17]([NH2:20])[cH:18][c:19]23)[cH:5][cH:6][c:7]1[F:8]. Product: COc1cc2ncnc(Nc3ccc(F)c(Cl)c3)c2cc1N. The reactants are C1CCOC1, COc1cc2ncnc(Nc3ccc(F)c(Cl)c3)c2cc1[N+](=O)[O-].